Dataset: the Open Reaction Database (ORD), a public repository of structured organic reaction records. Task: describe an organic reaction: reactants, conditions, products, and yield Product: C(C1=CC=CC=C1)OC(=O)C[C@@H](COC)NC(OC(C)(C)C)=O (tert-butyl (S)-1-((benzyloxy)carbonyl)-3-methoxypropan-2-ylcarbamate). Reaction SMILES: [CH2:1]([O:8][C:9]([CH2:11][C@H:12]([NH:15][C:16](=[O:22])[O:17][C:18]([CH3:21])([CH3:20])[CH3:19])[CH2:13][OH:14])=[O:10])[C:2]1[CH:7]=[CH:6][CH:5]=[CH:4][CH:3]=1.[C:23](C1C=C(C)C=C(C(C)(C)C)N=1)(C)(C)C.F[B-](F)(F)F.C[O+](C)C>ClCCl>[CH2:1]([O:8][C:9]([CH2:11][C@H:12]([NH:15][C:16](=[O:22])[O:17][C:18]([CH3:19])([CH3:21])[CH3:20])[CH2:13][O:14][CH3:23])=[O:10])[C:2]1[CH:7]=[CH:6][CH:5]=[CH:4][CH:3]=1 |f:2.3|. Solvent: ClCCl (dichloromethane), ClCCl (dichloromethane). Reaction conditions: time 8 hour. Reactants: C(C1=CC=CC=C1)OC(=O)C[C@@H](CO)NC(OC(C)(C)C)=O (tert-butyl (S)-1-((benzyloxy)carbonyl)-3-hydroxypropan-2-ylcarbamate), C(C)(C)(C)C1=NC(=CC(=C1)C)C(C)(C)C (2,6-di-t-butyl 4-methylpyridine), F[B-](F)(F)F.C[O+](C)C (trimethyloxonium tetrafluoroborate). Procedure details: To tert-butyl (S)-1-((benzyloxy)carbonyl)-3-hydroxypropan-2-ylcarbamate (1 eq.) in dichloromethane was added 2,6-di-t-butyl 4-methylpyridine (2.5 eq.) and trimethyloxonium tetrafluoroborate (1.25 eq.) at 0° C. The reaction mixture was gradually warm to room temperature and stirred overnight. The reaction mixture was diluted with dichloromethane and washed with cold satd. sodium bicarbonate, water, and brine and dried over sodium sulfate. Purification by silica gel chromatography (25% EtOAc/Hexan... Starting materials: BrN1C(CCC1=O)=O (N-bromosuccinimide), C(C1=CC=CC=C1)(=O)OOC(C1=CC=CC=C1)=O (benzoyl peroxide), [N+](=O)([O-])C1=C(C=CC(=C1)C)[C@]1(O)[C@H](OC(C)=O)[C@@H](OC(C)=O)[C@H](OC(C)=O)[C@H](O1)C(=O)OC (methyl 1-(2-nitro-4-methylphenyl)-2,3,4-tri-O-acetyl-β-D-glucopyranuronate). Run in C(Cl)(Cl)(Cl)Cl (carbon tetrachloride). Run at time 12 hour. Yields the product [N+](=O)([O-])C1=C(C=CC(C1)=CBr)[C@]1(O)[C@H](OC(C)=O)[C@@H](OC(C)=O)[C@H](OC(C)=O)[C@H](O1)C(=O)OC (methyl 1-(2-nitro-4-bromomethylene-phenyl)-2,3,4-tri-O-acetyl-β-D-glucopyranuronate). The yield is 19.5%. RXN SMILES: [Br:1]N1C(=O)CCC1=O.C(OOC(=O)C1C=CC=CC=1)(=O)C1C=CC=CC=1.[N+:27]([C:30]1[CH:35]=[C:34]([CH3:36])[CH:33]=[CH:32][C:31]=1[C@:37]1([O:55][C@H:54]([C:56]([O:58][CH3:59])=[O:57])[C@@H:49]([O:50][C:51](=[O:53])[CH3:52])[C@H:44]([O:45][C:46](=[O:48])[CH3:47])[C@H:39]1[O:40][C:41](=[O:43])[CH3:42])[OH:38])([O-:29])=[O:28]>C(Cl)(Cl)(Cl)Cl>[N+:27]([C:30]1[CH2:35][C:34](=[CH:36][Br:1])[CH:33]=[CH:32][C:31]=1[C@:37]1([O:55][C@H:54]([C:56]([O:58][CH3:59])=[O:57])[C@@H:49]([O:50][C:51](=[O:53])[CH3:52])[C@H:44]([O:45][C:46](=[O:48])[CH3:47])[C@H:39]1[O:40][C:41](=[O:43])[CH3:42])[OH:38])([O-:29])=[O:28]. Procedure details: N-bromosuccinimide (117.2 mg, 0.66 mmol) and benzoyl peroxide (159 mg, 0.66 mmol) were added to a solution of methyl 1-(2-nitro-4-methylphenyl)-2,3,4-tri-O-acetyl-β-D-glucopyranuronate (206 mg, 0.44 mmol) in carbon tetrachloride (20 ml). The mixture was refluxed for 5 hours and stirred at room temperature for 12 hours. The reaction mixture was evaporated under reduced pressure, and purified by column chromatography on silica gel (ethyl acetate-hexane, 2:3) to give 47 mg of methyl 1-(2-nitro-4-br... The reactants are C(C)(C)(C)OC(=O)N[C@H](C(=O)O)CC1=CC=CC=C1 ((S)-2-tert-butoxycarbonylamino-3-phenyl-propionic acid), C(C)(C)(C)OC(=O)N[C@@H](C(=O)O)C1=CC=C(C=C1)OC[C@@H]1OC(OC1)(C)C ((R)-tert-butoxycarbonylamino-[4-((S)-2,2-dimethyl-[1,3]dioxolan-4-ylmethoxy)-phenyl]-acetic acid), (R)-tert-butyloxycarbonylamino-4-methoxyphenylglycine, ClCC(=O)N1CCOCC1 (2-chloro-1-morpholin-4-yl-ethanone). Yields the product C(C)(C)(C)OC(=O)N[C@@H](C(=O)O)C1=CC=C(C=C1)OCC(=O)N1CCOCC1 ((R)-tert-Butoxycarbonylamino[4-(2-morpholin-4-yl-2-oxo-ethoxy)-phenyl]-acetic acid). RXN SMILES: C(OC(N[C@@H](CC1C=CC=CC=1)C(O)=O)=O)(C)(C)C.[C:20]([O:24][C:25]([NH:27][C@H:28]([C:32]1[CH:37]=[CH:36][C:35]([O:38][CH2:39][C@H:40]2COC(C)(C)[O:41]2)=[CH:34][CH:33]=1)[C:29]([OH:31])=[O:30])=[O:26])([CH3:23])([CH3:22])[CH3:21].ClCC([N:51]1[CH2:56][CH2:55][O:54][CH2:53][CH2:52]1)=O>>[C:20]([O:24][C:25]([NH:27][C@H:28]([C:32]1[CH:33]=[CH:34][C:35]([O:38][CH2:39][C:40]([N:51]2[CH2:56][CH2:55][O:54][CH2:53][CH2:52]2)=[O:41])=[CH:36][CH:37]=1)[C:29]([OH:31])=[O:30])=[O:26])([CH3:23])([CH3:21])[CH3:22]. Procedure details: Prepared by the same method as described in example 1 except that (i) 4-iodoaniline was used in place of 4-bromoaniline in step 2 and (ii) (R)-tert-butoxycarbonylamino [4-(2-morpholin-4-yl-2-oxo-ethoxy)-phenyl]-acetic acid was used in place of (R)-tert-butyloxycarbonylamino-4-methoxyphenylglycine. (R)-tert-Butoxycarbonylamino[4-(2-morpholin-4-yl-2-oxo-ethoxy)-phenyl]-acetic acid was prepared by a method similar to that used for the preparation of (R)-tert-butyloxycarbonylamino-4-methoxyphenylgly... Starting materials: CC1(CCCCOCc2ccccc2)CCCC(=O)CO1, [Na+], O=C([O-])O, OCCO, Cc1ccc(S(=O)(=O)O)cc1, c1ccccc1. The product is CC1(CCCCOCc2ccccc2)CCCC2(CO1)OCCO2. Reaction SMILES: [CH2:12]([c:13]1[cH:14][cH:15][cH:16][cH:17][cH:18]1)[O:19][CH2:20][CH2:21][CH2:22][CH2:23][C:24]1([CH3:32])[O:25][CH2:26][C:27](=[O:31])[CH2:28][CH2:29][CH2:30]1.[Na+:41].[O-:37][C:38]([OH:39])=[O:40].[OH:33][CH2:34][CH2:35][OH:36].[c:1]1([CH3:2])[cH:3][cH:4][c:5]([S:6]([OH:7])(=[O:8])=[O:9])[cH:10][cH:11]1.[cH:42]1[cH:43][cH:44][cH:45][cH:46][cH:47]1>>[CH2:12]([c:13]1[cH:14][cH:15][cH:16][cH:17][cH:18]1)[O:19][CH2:20][CH2:21][CH2:22][CH2:23][C:24]1([CH3:32])[O:25][CH2:26][C:27]2([CH2:28][CH2:29][CH2:30]1)[O:31][CH2:35][CH2:34][O:33]2. The reactants are CCOC(=O)C1CCCN(S(=O)(=O)c2ccc3c(c2)nc(C(C)(C)C)n3CC2CCOCC2)C1, CO, [Na+], [OH-], O. Yields the product CC(C)(C)c1nc2cc(S(=O)(=O)N3CCCC(C(=O)O)C3)ccc2n1CC1CCOCC1. RXN SMILES: [C:3]([CH3:4])([CH3:5])([CH3:6])[c:7]1[n:8][c:9]2[c:10]([n:11]1[CH2:12][CH:13]1[CH2:14][CH2:15][O:16][CH2:17][CH2:18]1)[cH:19][cH:20][c:21]([S:23](=[O:24])(=[O:25])[N:26]1[CH2:27][CH:28]([C:32](=[O:33])[O:34][CH2:35][CH3:36])[CH2:29][CH2:30][CH2:31]1)[cH:22]2.[CH3:37][OH:38].[Na+:2].[OH-:1].[OH2:39]>>[C:3]([CH3:4])([CH3:5])([CH3:6])[c:7]1[n:8][c:9]2[c:10]([n:11]1[CH2:12][CH:13]1[CH2:14][CH2:15][O:16][CH2:17][CH2:18]1)[cH:19][cH:20][c:21]([S:23](=[O:24])(=[O:25])[N:26]1[CH2:27][CH:28]([C:32](=[O:33])[OH:34])[CH2:29][CH2:30][CH2:31]1)[cH:22]2. The reactants are C(C)(=O)O[BH-](OC(C)=O)OC(C)=O.[Na+] (sodium triacetoxyborohydride), FC(C(=O)O)(F)F.ClC1=CC=C(C=C1)NC(NC1=C(C2=C(CNCC2)S1)C(=O)N)=O (2-[3-(4-Chlorophenyl)ureido]-4,5,6,7-tetrahydrothieno[2,3-c]pyridine-3-carboxamide trifluoroacetate), C(C)(=O)[O-].[Na+] (sodium acetate), S(=O)(=O)([O-])[O-].[Mg+2] (magnesium sulfate), C1(CCC1)C(C)=O (1-cyclobutylethanone). Run in CN(C=O)C (N,N-dimethylformamide), C([O-])(O)=O.[Na+] (sodium bicarbonate), CO (methanol), C(Cl)Cl (methylene chloride), O (water). Conditions: time 5 minute. Product: ClC1=CC=C(C=C1)NC(NC1=C(C2=C(CN(CC2)C(C)C2CCC2)S1)C(=O)N)=O ((+/−)-2-[3-(4-Chlorophenyl)ureido]-6-(1-cyclobutylethyl)-4,5,6,7-tetrahydrothieno[2,3-c]pyridine-3-carboxamide). The yield is 53.4%. Reaction SMILES: FC(F)(F)C(O)=O.[Cl:8][C:9]1[CH:14]=[CH:13][C:12]([NH:15][C:16](=[O:30])[NH:17][C:18]2[S:26][C:21]3[CH2:22][NH:23][CH2:24][CH2:25][C:20]=3[C:19]=2[C:27]([NH2:29])=[O:28])=[CH:11][CH:10]=1.C([O-])(=O)C.[Na+].S([O-])([O-])(=O)=O.[Mg+2].[CH:42]1([C:46](=O)[CH3:47])[CH2:45][CH2:44][CH2:43]1.C(O[BH-](OC(=O)C)OC(=O)C)(=O)C.[Na+]>CN(C)C=O.C(=O)(O)[O-].[Na+].CO.C(Cl)Cl.O>[Cl:8][C:9]1[CH:10]=[CH:11][C:12]([NH:15][C:16](=[O:30])[NH:17][C:18]2[S:26][C:21]3[CH2:22][N:23]([CH:46]([CH:42]4[CH2:45][CH2:44][CH2:43]4)[CH3:47])[CH2:24][CH2:25][C:20]=3[C:19]=2[C:27]([NH2:29])=[O:28])=[CH:13][CH:14]=1 |f:0.1,2.3,4.5,7.8,10.11|. Reported procedure: To a slurry of compound A4 (400 mg, 0.860 mmol), sodium acetate (212 mg, 2.58 mmol), and magnesium sulfate (1 g) in anhydrous N,N-dimethylformamide (5 mL) was added 1-cyclobutylethanone (253 mg, 2.57 mmol). After stirring at room temperature for 5 min, sodium triacetoxyborohydride (911 mg, 4.30 mmol) was added. The reaction mixture was then heated at 50° C. for 20 h. After this time, the reaction mixture was cooled to room temperature and diluted with saturated aqueous sodium bicarbonate (10 mL)... Starting materials: [BH4-].[Na+] (sodium tetrahydroborate), C(CCC)OC1=C(N(C(C2=CC=C(C=C12)C(=O)O)=O)CC(C)C)CNC(=O)OC(C)(C)C (4-butoxy-3-{{(tert-butoxycarbonyl)-amino}methyl}-2-isobutyl-1-oxo-1,2-dihydro-6-isoquinolinecarboxylic acid), ClC(=O)OCC (ethyl chloroformate), Example 76 ( 1 ), CN1CCOCC1 (N-methylmorpholine). Run in O (water), O1CCCC1 (tetrahydrofuran). Run at temperature 0 celsius, time 10 minute. Yields the product C(C)(C)(C)OC(NCC=1N(C(C2=CC=C(C=C2C1OCCCC)CO)=O)CC(C)C)=O (tert-butyl(4-butoxy-6-hydroxymethyl-2-isobutyl-1-oxo-1,2-dihydro-3-isoquinolinyl)methylcarbamate). Yield: 76.7%. As a reaction SMILES: [CH2:1]([O:5][C:6]1[C:15]2[C:10](=[CH:11][CH:12]=[C:13]([C:16](O)=[O:17])[CH:14]=2)[C:9](=[O:19])[N:8]([CH2:20][CH:21]([CH3:23])[CH3:22])[C:7]=1[CH2:24][NH:25][C:26]([O:28][C:29]([CH3:32])([CH3:31])[CH3:30])=[O:27])[CH2:2][CH2:3][CH3:4].CN1CCOCC1.ClC(OCC)=O.[BH4-].[Na+]>O1CCCC1.O>[C:29]([O:28][C:26](=[O:27])[NH:25][CH2:24][C:7]1[N:8]([CH2:20][CH:21]([CH3:23])[CH3:22])[C:9](=[O:19])[C:10]2[C:15]([C:6]=1[O:5][CH2:1][CH2:2][CH2:3][CH3:4])=[CH:14][C:13]([CH2:16][OH:17])=[CH:12][CH:11]=2)([CH3:32])([CH3:30])[CH3:31] |f:3.4|. Procedure: To a solution of 4-butoxy-3-{{(tert-butoxycarbonyl)-amino}methyl}-2-isobutyl-1-oxo-1,2-dihydro-6-isoquinolinecarboxylic acid (synthesized according to the method similar to that in Example 76 (1)) (0.45 g, 3.5 mmol) and N-methylmorpholine (0.13 ml, 1.2 mmol) in tetrahydrofuran (10 ml) was added ethyl chloroformate (0.12 ml, 1.2 mmol) at 0° C., and the mixture was stirred at 0° C. for 10 min. To the obtained mixture was added sodium tetrahydroborate (0.11 g, 3 mmol) and the mixture was stirred at... Starting materials: CC1(C2=C(C(=CC=C2)P(C3=CC=CC=C3)C4=CC=CC=C4)OC5=C(C=CC=C51)P(C6=CC=CC=C6)C7=CC=CC=C7)C (xanthphos), ClC1=NC=C(C(=C1)NC1=C(C(=O)NOC)C=CC=C1)C1CC1 (2-(2-chloro-5-cyclopropyl-pyridin-4-ylamino)-N-methoxy-benzamide), CN1N=C(C=C1N)C (2,5-dimethyl-2H-pyrazol-3-ylamine), C(=O)([O-])[O-].[Cs+].[Cs+] (Cs2CO3). The reagents and catalysts are C=1C=CC(=CC1)/C=C/C(=O)/C=C/C2=CC=CC=C2.C=1C=CC(=CC1)/C=C/C(=O)/C=C/C2=CC=CC=C2.C=1C=CC(=CC1)/C=C/C(=O)/C=C/C2=CC=CC=C2.[Pd].[Pd] (Pd2(dba)3). The solvent is O1CCOCC1 (1,4-dioxane). Conditions: time 35 minute. The product is C1(CC1)C=1C(=CC(=NC1)NC=1N(N=C(C1)C)C)NC1=C(C(=O)NOC)C=CC=C1 (2-[5-Cyclopropyl-2-(2,5-dimethyl-2H-pyrazol-3-ylamino)-pyridin-4-ylamino]-N-methoxy-benzamide), solid. Yield: 12.0%. As a reaction SMILES: Cl[C:2]1[CH:7]=[C:6]([NH:8][C:9]2[CH:19]=[CH:18][CH:17]=[CH:16][C:10]=2[C:11]([NH:13][O:14][CH3:15])=[O:12])[C:5]([CH:20]2[CH2:22][CH2:21]2)=[CH:4][N:3]=1.[CH3:23][N:24]1[C:28]([NH2:29])=[CH:27][C:26]([CH3:30])=[N:25]1.C([O-])([O-])=O.[Cs+].[Cs+].CC1(C)C2C(=C(P(C3C=CC=CC=3)C3C=CC=CC=3)C=CC=2)OC2C(P(C3C=CC=CC=3)C3C=CC=CC=3)=CC=CC1=2>C1C=CC(/C=C/C(/C=C/C2C=CC=CC=2)=O)=CC=1.C1C=CC(/C=C/C(/C=C/C2C=CC=CC=2)=O)=CC=1.C1C=CC(/C=C/C(/C=C/C2C=CC=CC=2)=O)=CC=1.[Pd].[Pd].O1CCOCC1>[CH:20]1([C:5]2[C:6]([NH:8][C:9]3[CH:19]=[CH:18][CH:17]=[CH:16][C:10]=3[C:11]([NH:13][O:14][CH3:15])=[O:12])=[CH:7][C:2]([NH:29][C:28]3[N:24]([CH3:23])[N:25]=[C:26]([CH3:30])[CH:27]=3)=[N:3][CH:4]=2)[CH2:22][CH2:21]1 |f:2.3.4,6.7.8.9.10|. Procedure: To a 10 mL microwave tube were added 2-(2-chloro-5-cyclopropyl-pyridin-4-ylamino)-N-methoxy-benzamide (0.075 g, 0.24 mmol, 1 eq), 2,5-dimethyl-2H-pyrazol-3-ylamine (0.05 g, 0.47 mmol, 2 eq), Cs2CO3 (0.23 g, 0.71 mmol, 3 eq), and 1,4-dioxane (3 mL). The resulting mixture was degassed with N2 for 15 min. To this was added Pd2(dba)3 (0.015 g, 0.014 mmol, 0.06 eq) and xanthphos (0.03 g, 0.06 mmol, 0.25 eq) and the mixture was again degassed with N2 for 30 min. The resulting mixture was irradiated in... As a reaction SMILES: [CH2:1]([O:3][C:4]([C:6]1[CH:7]=[N:8][C:9]2[C:14]([C:15]=1Cl)=[CH:13][CH:12]=[CH:11][C:10]=2[N+:17]([O-])=O)=[O:5])[CH3:2].[F:20][C:21]([F:31])([F:30])[C:22]1[CH:23]=[C:24]([CH:27]=[CH:28][CH:29]=1)[CH2:25][NH2:26]>>[CH2:1]([O:3][C:4]([C:6]1[CH:7]=[N:8][C:9]2[C:14]([C:15]=1[NH:26][CH2:25][C:24]1[CH:27]=[CH:28][CH:29]=[C:22]([C:21]([F:20])([F:30])[F:31])[CH:23]=1)=[CH:13][CH:12]=[CH:11][C:10]=2[NH2:17])=[O:5])[CH3:2]. Product: C(C)OC(=O)C=1C=NC2=C(C=CC=C2C1NCC1=CC(=CC=C1)C(F)(F)F)N (8-Amino-4-(3-trifluoromethyl-benzylamino)-quinoline-3-carboxylic acid ethyl ester). Starting materials: C(C)OC(=O)C=1C=NC2=C(C=CC=C2C1Cl)[N+](=O)[O-] (8-nitro-4-chloro-quinoline-3-carboxylic acid ethyl ester), FC(C=1C=C(CN)C=CC1)(F)F (3-trifluoromethyl-benzylamine). Procedure details: The compound prepared in Example 3 was reacted with 3-trifluoromethyl-benzylamine according to the method as described in Example 4 and the obtained compound was treated as described in Example 14 to prepare the title compound (yield 80%). The yield is 80.0%. The reactants are C(C1=CC=CC=C1)OC1=CC=C(C=C1)CC(C(=O)OCC)OS(=O)(=O)C (ethyl 3-(4-benzyloxyphenyl)-2-methanesulfonyloxypropionate), NC1=CC=CC=C1 (aniline). Reported procedure: A mixture of ethyl 3-(4-benzyloxyphenyl)-2-methanesulfonyloxypropionate (4.00 g) and aniline (5 ml) was stirred at 110° C. for 24 hours. The reaction mixture was purified via chromatography on silica gel column using ethyl acetate/hexane=1/4 as the eluant to afford the desired compound (3.94 g) as a syrup. Reaction conditions: temperature 110 celsius, time 24 hour. The product is C(C1=CC=CC=C1)OC1=CC=C(C=C1)CC(C(=O)OCC)NC1=CC=CC=C1 (Ethyl 3-(4-benzyloxyphenyl)-2-(phenylamino)propionate). As a reaction SMILES: [CH2:1]([O:8][C:9]1[CH:14]=[CH:13][C:12]([CH2:15][CH:16](OS(C)(=O)=O)[C:17]([O:19][CH2:20][CH3:21])=[O:18])=[CH:11][CH:10]=1)[C:2]1[CH:7]=[CH:6][CH:5]=[CH:4][CH:3]=1.[NH2:27][C:28]1[CH:33]=[CH:32][CH:31]=[CH:30][CH:29]=1>>[CH2:1]([O:8][C:9]1[CH:14]=[CH:13][C:12]([CH2:15][CH:16]([NH:27][C:28]2[CH:33]=[CH:32][CH:31]=[CH:30][CH:29]=2)[C:17]([O:19][CH2:20][CH3:21])=[O:18])=[CH:11][CH:10]=1)[C:2]1[CH:7]=[CH:6][CH:5]=[CH:4][CH:3]=1.